Dataset: the Open Reaction Database (ORD), a public repository of structured organic reaction records. Task: describe an organic reaction: reactants, conditions, products, and yield Reactants: COC(C)(C)CCCC(C)=CCCC1(C)OCCO1, CO, Cl, O. Yields the product COC(C)(C)CCCC(C)=CCCC(C)=O. As a reaction SMILES: [CH2:1]1[O:2][C:3]([CH3:4])([CH2:5][CH2:6][CH:7]=[C:8]([CH2:9][CH2:10][CH2:11][C:12]([CH3:13])([CH3:14])[O:15][CH3:16])[CH3:17])[O:19][CH2:18]1.[CH3:21][OH:22].[ClH:20].[OH2:23]>>[O:2]=[C:3]([CH3:4])[CH2:5][CH2:6][CH:7]=[C:8]([CH2:9][CH2:10][CH2:11][C:12]([CH3:13])([CH3:14])[O:15][CH3:16])[CH3:17]. The reactants are N(N)C1=CC(=NC(=N1)C)N1CC(C1)C1=NC2=C(N1C)C=CC=C2 (2-(1-(6-hydrazinyl-2-methylpyrimidin-4-yl)azetidin-3-yl)-1-methyl-1H-benzo[d]imidazole). The solvent is C(C)(=O)O (acetic acid). Product: C(C)C1=NC(=NN1C1=CC(=NC(=N1)C)N1CC(C1)C1=NC2=C(N1C)C=CC=C2)C (2-(1-(6-(5-ethyl-3-methyl-1H-1,2,4-triazol-1-yl)-2-methylpyrimidin-4-yl)azetidin-3-yl)-1-methyl-1H-benzo[d]imidazole). RXN SMILES: [NH:1]([C:3]1[N:8]=[C:7]([CH3:9])[N:6]=[C:5]([N:10]2[CH2:13][CH:12]([C:14]3[N:18]([CH3:19])[C:17]4[CH:20]=[CH:21][CH:22]=[CH:23][C:16]=4[N:15]=3)[CH2:11]2)[CH:4]=1)[NH2:2]>C(O)(=O)C>[CH2:4]([C:5]1[N:1]([C:3]2[N:8]=[C:7]([CH3:9])[N:6]=[C:5]([N:10]3[CH2:11][CH:12]([C:14]4[N:18]([CH3:19])[C:17]5[CH:20]=[CH:21][CH:22]=[CH:23][C:16]=5[N:15]=4)[CH2:13]3)[CH:4]=2)[N:2]=[C:7]([CH3:9])[N:6]=1)[CH3:3]. Procedure details: A solution of Intermediate 11 (50 mg, 0.16 mmol) and A (46 mg, 0.32 mmol) in acetic acid (1.6 mL) was heated at 100° C. for 30 min. The solvent was removed in vacuo and the residue was purified by reverse phase chromatography (MeCN/H2O/0.1% TFA). The fractions containing the product were partitioned between EtOAc and saturated NaHCO3. The organic layer was washed with 50% saturated brine solution, dried over Na2SO4 and concentrated to provide Example 35 as an off-white solid. 1H NMR: (500 MHz, D... Starting materials: C1CCOC1, O=C(Cl)c1cccnc1Oc1ccc(Cl)cc1, CC(C)C(=O)Nc1cccc(C2CCN(CCCN)CC2)c1. Yields the product CC(C)C(=O)Nc1cccc(C2CCN(CCCNC(=O)c3cccnc3Oc3ccc(Cl)cc3)CC2)c1. As a reaction SMILES: [CH2:40]1[O:41][CH2:42][CH2:43][CH2:44]1.[Cl:23][c:24]1[cH:25][cH:26][c:27]([O:28][c:29]2[c:30]([C:31](=[O:32])[Cl:33])[cH:34][cH:35][cH:36][n:37]2)[cH:38][cH:39]1.[NH2:1][CH2:2][CH2:3][CH2:4][N:5]1[CH2:6][CH2:7][CH:8]([c:11]2[cH:12][c:13]([NH:17][C:18]([CH:19]([CH3:20])[CH3:21])=[O:22])[cH:14][cH:15][cH:16]2)[CH2:9][CH2:10]1>>[NH:1]([CH2:2][CH2:3][CH2:4][N:5]1[CH2:6][CH2:7][CH:8]([c:11]2[cH:12][c:13]([NH:17][C:18]([CH:19]([CH3:20])[CH3:21])=[O:22])[cH:14][cH:15][cH:16]2)[CH2:9][CH2:10]1)[C:31]([c:30]1[c:29]([O:28][c:27]2[cH:26][cH:25][c:24]([Cl:23])[cH:39][cH:38]2)[n:37][cH:36][cH:35][cH:34]1)=[O:32]. The reactants are FC=1C=C2C(CC(C2=CC1)=O)C1CCN(CC1)C (5-Fluoro-3-(1-methyl-4-piperidyl)indanone), FC1=CC=C(C=C1)[Mg]Br (4-fluorophenylmagnesium bromide), ice, [NH4+].[Cl-] (NH4Cl). Run in O1CCCC1 (tetrahydrofuran). Yields the product FC1=CC=C2C(CC(C2=C1)C1CCN(CC1)C)(O)C1=CC=C(C=C1)F (6-Fluoro-3-(4'-fluorophenyl)-3-hydroxy-1-(1-methyl-4-piperidyl)indane). As a reaction SMILES: [F:1][C:2]1[CH:3]=[C:4]2[C:8](=[CH:9][CH:10]=1)[C:7](=[O:11])[CH2:6][CH:5]2[CH:12]1[CH2:17][CH2:16][N:15]([CH3:18])[CH2:14][CH2:13]1.[F:19][C:20]1[CH:25]=[CH:24][C:23]([Mg]Br)=[CH:22][CH:21]=1.[NH4+].[Cl-]>O1CCCC1>[F:1][C:2]1[CH:3]=[C:4]2[C:8]([C:7]([C:23]3[CH:24]=[CH:25][C:20]([F:19])=[CH:21][CH:22]=3)([OH:11])[CH2:6][CH:5]2[CH:12]2[CH2:17][CH2:16][N:15]([CH3:18])[CH2:14][CH2:13]2)=[CH:9][CH:10]=1 |f:2.3|. Reported procedure: 5-Fluoro-3-(1-methyl-4-piperidyl)indanone (100 g) (prepared according to standard methods--J. Med. Chem., 11, (1968), 1064-66) in dry tetrahydrofuran (500 ml) was added dropwise to 4-fluorophenylmagnesium bromide (from 95 g of 4-bromofluorobenzene and 20 g of Mg-turnings in 500 ml of dry tetrahydrofuran). The reaction mixture was poured into NH4Cl (100 g) and crushed ice (3 L) and extracted with ether (2×300 ml). The combined organic phases were extracted with 0.5M CH3COOH (2×500 ml). The acid H... Reaction SMILES: [Cl:19][c:20]1[n:21][c:22]([NH2:27])[n:23][c:24]([Cl:26])[cH:25]1.[ClH:28].[F:1][c:2]1[c:3]([NH:9][c:10]2[c:11]3[c:12]([n:13][cH:14][cH:15]2)[nH:16][cH:17][cH:18]3)[cH:4][cH:5][c:6]([NH2:8])[cH:7]1.[Na+:30].[OH-:29].[OH2:31]>>[F:1][c:2]1[c:3]([NH:9][c:10]2[c:11]3[c:12]([n:13][cH:14][cH:15]2)[nH:16][cH:17][cH:18]3)[cH:4][cH:5][c:6]([NH:8][c:24]2[n:23][c:22]([NH2:27])[n:21][c:20]([Cl:19])[cH:25]2)[cH:7]1. Starting materials: Nc1nc(Cl)cc(Cl)n1, Cl, Nc1ccc(Nc2ccnc3[nH]ccc23)c(F)c1, [Na+], [OH-], O. Product: Nc1nc(Cl)cc(Nc2ccc(Nc3ccnc4[nH]ccc34)c(F)c2)n1. Reactants: CCCC(CCC)Nc1nc(C)nc(Oc2c(Br)cc(C(C)(C)O)cc2OC)c1[N+](=O)[O-], CCO, [Pt]. The product is CCCC(CCC)Nc1nc(C)nc(Oc2c(Br)cc(C(C)(C)O)cc2OC)c1N. As a reaction SMILES: [Br:1][c:2]1[cH:3][c:4]([C:29]([OH:30])([CH3:31])[CH3:32])[cH:5][c:6]([O:27][CH3:28])[c:7]1[O:8][c:9]1[n:10][c:11]([CH3:26])[n:12][c:13]([NH:18][CH:19]([CH2:20][CH2:21][CH3:22])[CH2:23][CH2:24][CH3:25])[c:14]1[N+:15]([O-:16])=[O:17].[CH3:33][CH2:34][OH:35].[Pt:36]>>[Br:1][c:2]1[cH:3][c:4]([C:29]([OH:30])([CH3:31])[CH3:32])[cH:5][c:6]([O:27][CH3:28])[c:7]1[O:8][c:9]1[n:10][c:11]([CH3:26])[n:12][c:13]([NH:18][CH:19]([CH2:20][CH2:21][CH3:22])[CH2:23][CH2:24][CH3:25])[c:14]1[NH2:15]. Yield: 77.4%. Conditions: time 30 minute. The reactants are OC1=CC=C(C2=C1NC(S2)=O)CCNCCN(C(CCOCCC2=CC=CC=C2)=O)CC2CCN(CC2)C(=O)OC(C)(C)C (tert-Butyl 4-({(2-{[2-(4-hydroxy-2-oxo-2,3-dihydro-1,3-benzothiazol-7-yl)ethyl]amino}ethyl)[3-(2-phenylethoxy)propanoyl]amino}methyl)piperidine-1-carboxylate), FC(C(=O)O)(F)F (trifluoroacetic acid). Procedure: To a solution of 4-{[{2-[2-(4-hydroxy-2-oxo-2,3-dihydro-benzothiazol-7-yl)-ethylamino]-ethyl}-(3-phenethyloxy-propionyl)-amino]-methyl}-piperidine-1-carboxylic acid tert-butyl ester (Example 1, 0.2 g) in dichloromethane (2 mL) was added trifluoroacetic acid (2 mL) and the reaction mixture was stirred for 30 minutes and then concentrated. The residue was dissolved in methanol (5 mL) and purified by reverse phase HPLC eluting with 5% to 95% acetonitrile in 0.2% trifluoroacetic acid. The fractions ... Yields the product OC1=CC=C(C2=C1NC(S2)=O)CCNCCN(C(CCOCCC2=CC=CC=C2)=O)CC2CCNCC2 (N-{2-[2-(4-Hydroxy-2-oxo-2,3-dihydro-benzothiazol-7-yl)-ethylamino]-ethyl}-3-phenethyloxy-N-piperidin-4-ylmethyl-propionamide). Run in ClCCl (dichloromethane). As a reaction SMILES: [OH:1][C:2]1[C:7]2[NH:8][C:9](=[O:11])[S:10][C:6]=2[C:5]([CH2:12][CH2:13][NH:14][CH2:15][CH2:16][N:17]([CH2:31][CH:32]2[CH2:37][CH2:36][N:35](C(OC(C)(C)C)=O)[CH2:34][CH2:33]2)[C:18](=[O:30])[CH2:19][CH2:20][O:21][CH2:22][CH2:23][C:24]2[CH:29]=[CH:28][CH:27]=[CH:26][CH:25]=2)=[CH:4][CH:3]=1.FC(F)(F)C(O)=O>ClCCl>[OH:1][C:2]1[C:7]2[NH:8][C:9](=[O:11])[S:10][C:6]=2[C:5]([CH2:12][CH2:13][NH:14][CH2:15][CH2:16][N:17]([CH2:31][CH:32]2[CH2:33][CH2:34][NH:35][CH2:36][CH2:37]2)[C:18](=[O:30])[CH2:19][CH2:20][O:21][CH2:22][CH2:23][C:24]2[CH:29]=[CH:28][CH:27]=[CH:26][CH:25]=2)=[CH:4][CH:3]=1. As a reaction SMILES: [C:1]1([S:7]([N:10]2[C:18]3[C:13](=[C:14]([C:19]([F:22])([F:21])[F:20])[CH:15]=[CH:16][CH:17]=3)[CH:12]=[CH:11]2)(=[O:9])=[O:8])[CH:6]=[CH:5][CH:4]=[CH:3][CH:2]=1.[Li][CH2:24]CCC.CI.O>C1COCC1>[CH3:24][C:11]1[N:10]([S:7]([C:1]2[CH:2]=[CH:3][CH:4]=[CH:5][CH:6]=2)(=[O:9])=[O:8])[C:18]2[C:13]([CH:12]=1)=[C:14]([C:19]([F:21])([F:22])[F:20])[CH:15]=[CH:16][CH:17]=2. Conditions: time 1 hour. Run in C1CCOC1 (THF), hexanes. Procedure: To a solution of 1-(phenylsulfonyl)-4-(trifluoromethyl)-1H-indole (60.0 g, 184.6 mmol) in THF (300 mL) at 0° C. was added n-BuLi (88.6 mL of a 2.50 M solution in hexanes), dropwise over 5 min. The mixture was stirred 1 h and methyl iodide (23.0 mL, 369.2 mmol) was added dropwise over 5 min. The mixture was stirred at 0° C. for 2.5 h and then overnight, slowly warming to rt, poured into water and extracted with Et2O (×3). Combined organics were washed (H2O, brine), dried over Na2SO4, filtered and... Yields the product CC=1N(C2=CC=CC(=C2C1)C(F)(F)F)S(=O)(=O)C1=CC=CC=C1 (2-Methyl-1-(phenylsulfonyl)-4-(trifluoromethyl)-1H-indole). Starting materials: CI (methyl iodide), O (water), C1(=CC=CC=C1)S(=O)(=O)N1C=CC2=C(C=CC=C12)C(F)(F)F (1-(phenylsulfonyl)-4-(trifluoromethyl)-1H-indole), [Li]CCCC (n-BuLi), solution.